From a dataset of the Open Reaction Database (ORD), a public repository of structured organic reaction records. describe an organic reaction: reactants, conditions, products, and yield Reactants: O=C(Cl)c1cc(Oc2ccc(Br)cc2[N+](=O)[O-])ccc1Br, CN(C)C=O, O=C1NC(=O)c2cc([N+](=O)[O-])ccc21, O. The product is O=C(c1cc(Oc2ccc(Br)cc2[N+](=O)[O-])ccc1Br)N1C(=O)c2ccc([N+](=O)[O-])cc2C1=O. Reaction SMILES: [Br:15][c:16]1[c:17]([C:18](=[O:19])[Cl:20])[cH:21][c:22]([O:25][c:26]2[c:27]([N+:33](=[O:34])[O-:35])[cH:28][c:29]([Br:32])[cH:30][cH:31]2)[cH:23][cH:24]1.[CH3:37][N:38]([CH3:39])[CH:40]=[O:41].[N+:1](=[O:2])([O-:3])[c:4]1[cH:5][c:6]2[c:7]([cH:13][cH:14]1)[C:8](=[O:9])[NH:10][C:11]2=[O:12].[OH2:36]>>[N+:1](=[O:2])([O-:3])[c:4]1[cH:5][c:6]2[c:7]([cH:13][cH:14]1)[C:8](=[O:9])[N:10]([C:18]([c:17]1[c:16]([Br:15])[cH:24][cH:23][c:22]([O:25][c:26]3[c:27]([N+:33](=[O:34])[O-:35])[cH:28][c:29]([Br:32])[cH:30][cH:31]3)[cH:21]1)=[O:19])[C:11]2=[O:12]. The reactants are N1N=CC2=CC(=CC=C12)C1=NOC(=N1)C=1C=CC(=C(C#N)C1)OC(C)C (5-[3-(1H-indazol-5-yl)-1,2,4-oxadiazol-5-yl]-2-[(1-methylethyl)oxy]benzonitrile), BrCC(=O)OCC (ethyl bromoacetate). The product is C(#N)C=1C=C(C=CC1OC(C)C)C1=NC(=NO1)C=1C=C2C=NN(C2=CC1)CC(=O)OCC (Ethyl [5-(5-{3-cyano-4-[(1-methylethyl)oxy]phenyl}-1,2,4-oxadiazol-3-yl)-1H-indazol-1-yl]acetate). As a reaction SMILES: [NH:1]1[C:9]2[C:4](=[CH:5][C:6]([C:10]3[N:14]=[C:13]([C:15]4[CH:16]=[CH:17][C:18]([O:23][CH:24]([CH3:26])[CH3:25])=[C:19]([CH:22]=4)[C:20]#[N:21])[O:12][N:11]=3)=[CH:7][CH:8]=2)[CH:3]=[N:2]1.Br[CH2:28][C:29]([O:31][CH2:32][CH3:33])=[O:30]>>[C:20]([C:19]1[CH:22]=[C:15]([C:13]2[O:12][N:11]=[C:10]([C:6]3[CH:5]=[C:4]4[C:9](=[CH:8][CH:7]=3)[N:1]([CH2:28][C:29]([O:31][CH2:32][CH3:33])=[O:30])[N:2]=[CH:3]4)[N:14]=2)[CH:16]=[CH:17][C:18]=1[O:23][CH:24]([CH3:26])[CH3:25])#[N:21]. Procedure details: Prepared in a similar fashion to (D44) from 5-[3-(1H-indazol-5-yl)-1,2,4-oxadiazol-5-yl]-2-[(1-methylethyl)oxy]benzonitrile (D43) and ethyl bromoacetate. The crude material was purified by trituration with diethyl ether to give the title compound as a yellow solid. MS (ES) C23H21N5O4 requires 431; found (MH+) 432. Starting materials: FC1=CC=C(C=C1)C1=NOC(=C1COC1=NC=C(C(=O)O)C=C1)C (6-[3-(4-fluoro-phenyl)-5-methyl-isoxazol-4-ylmethoxy]-nicotinic acid), F[B-](F)(F)F.N1(N=NC2=C1C=CC=C2)OC(=[N+](C)C)N(C)C (2-(1H-benzotriazole-1-yl)-1,1,3,3-tetramethyluronium tetrafluoroborate), C(C)(C)N(C(C)C)CC (N,N-diisopropyl ethyl amine), C(C)(C)N (isopropylamine). Run in CN(C)C=O (DMF). Reaction conditions: time 1 hour. Yields the product FC1=CC=C(C=C1)C1=NOC(=C1COC1=NC=C(C(=O)NC(C)C)C=C1)C (6-[3-(4-Fluoro-phenyl)-5-methyl-isoxazol-4-ylmethoxy]-N-isopropyl-nicotinamide). Yield: 71.7%. Reaction SMILES: [F:1][C:2]1[CH:7]=[CH:6][C:5]([C:8]2[C:12]([CH2:13][O:14][C:15]3[CH:23]=[CH:22][C:18]([C:19]([OH:21])=O)=[CH:17][N:16]=3)=[C:11]([CH3:24])[O:10][N:9]=2)=[CH:4][CH:3]=1.F[B-](F)(F)F.[N:30]1(OC(N(C)C)=[N+](C)C)[C:34]2[CH:35]=CC=C[C:33]=2N=N1.C(N(CC)C(C)C)(C)C.C(N)(C)C>CN(C=O)C>[F:1][C:2]1[CH:3]=[CH:4][C:5]([C:8]2[C:12]([CH2:13][O:14][C:15]3[CH:23]=[CH:22][C:18]([C:19]([NH:30][CH:34]([CH3:35])[CH3:33])=[O:21])=[CH:17][N:16]=3)=[C:11]([CH3:24])[O:10][N:9]=2)=[CH:6][CH:7]=1 |f:1.2|. Procedure: To a solution of 6-[3-(4-fluoro-phenyl)-5-methyl-isoxazol-4-ylmethoxy]-nicotinic acid (60 mg, 0.2 mmol) in DMF (300 μL) were added 2-(1H-benzotriazole-1-yl)-1,1,3,3-tetramethyluronium tetrafluoroborate (71 mg, 0.22 mmol), N,N-diisopropyl ethyl amine (171 μL, 1.0 mmol) and isopropylamine (0.22 mmol). The resulting reaction mixture was stirred for 1 h at room temperature. Concentration and purification by chromatography (SiO2, heptane:ethyl acetate=100:0 to 1:1) afforded the title compound (53 mg,... Reactants: C1(=CC=CC=C1)C1CCNCC1 (4-phenylpiperidine), CO (methanol), Cl (HCl), OO (hydrogen peroxide), [C-]#N.[Na+] (sodium cyanide). Reagents/catalysts: O.O.[O-][W](=O)(=O)[O-].[Na+].[Na+] (sodium tungstate dihydrate). Run in O (water). Product: C(#N)C1N(CCC(C1)C1=CC=CC=C1)O (2-cyano-1-hydroxy-4-phenylpiperidine). Reaction SMILES: [C:1]1([CH:7]2[CH2:12][CH2:11][NH:10][CH2:9][CH2:8]2)[CH:6]=[CH:5][CH:4]=[CH:3][CH:2]=1.OO.[C-:15]#[N:16].[Na+].Cl.C[OH:20]>O.O.O.[O-][W]([O-])(=O)=O.[Na+].[Na+]>[C:15]([CH:11]1[CH2:12][CH:7]([C:1]2[CH:6]=[CH:5][CH:4]=[CH:3][CH:2]=2)[CH2:8][CH2:9][N:10]1[OH:20])#[N:16] |f:2.3,7.8.9.10.11|. Procedure details: To a stirred solution of 4-phenylpiperidine (10 g, 0.062 mole) in methanol (30 mL), was added a solution of sodium tungstate dihydrate (0.82 g, 2.48 mmole) in water (7 mL). With stirring at 0°, hydrogen peroxide (30%, 13.9 mL, 0.136 mole) was added dropwise. After complete addition, the reaction mixture was stirred for an additional 3 hours, and then sodium cyanide (4.56 g, 0.093 mole) was added, followed by 4 N HCl (22 mL, 0.088 mole). The reaction mixture was stirred overnight during which tim... Reactants: CN(C)C=O, CCN(C(C)C)C(C)C, O=C(CC(C(=O)O)c1ccccc1)Nc1cccc(Cc2n[nH]c(=O)c3ccccc23)c1, O=C(O)CC(C(=O)Nc1cccc(Cc2n[nH]c(=O)c3ccccc23)c1)c1ccccc1, O. Yields the product O=C1CC(c2ccccc2)C(=O)N1c1cccc(Cc2n[nH]c(=O)c3ccccc23)c1. Reaction SMILES: [CH3:75][N:76]([CH3:77])[CH:78]=[O:79].[CH:1]([N:2]([CH:3]([CH3:4])[CH3:5])[CH2:6][CH3:7])([CH3:8])[CH3:9].[O:10]=[c:11]1[nH:12][n:13][c:14]([CH2:21][c:22]2[cH:23][c:24]([NH:28][C:29]([CH2:30][CH:31]([C:32](=[O:33])[OH:34])[c:35]3[cH:36][cH:37][cH:38][cH:39][cH:40]3)=[O:41])[cH:25][cH:26][cH:27]2)[c:15]2[cH:16][cH:17][cH:18][cH:19][c:20]12.[O:42]=[c:43]1[c:44]2[c:45]([cH:46][cH:47][cH:48][cH:49]2)[c:50]([CH2:51][c:52]2[cH:53][c:54]([NH:55][C:56](=[O:57])[CH:58]([c:59]3[cH:60][cH:61][cH:62][cH:63][cH:64]3)[CH2:65][C:66]([OH:67])=[O:68])[cH:69][cH:70][cH:71]2)[n:72][nH:73]1.[OH2:74]>>[O:10]=[c:11]1[nH:12][n:13][c:14]([CH2:21][c:22]2[cH:23][c:24]([N:28]3[C:29](=[O:41])[CH2:30][CH:31]([c:35]4[cH:36][cH:37][cH:38][cH:39][cH:40]4)[C:32]3=[O:34])[cH:25][cH:26][cH:27]2)[c:15]2[cH:16][cH:17][cH:18][cH:19][c:20]12. Reactants: BrCC(=O)C1=CC(=C(C=C1)Br)F (2-bromo-1-(4-bromo-3-fluorophenyl)ethanone), N1CCOCC1 (morpholine). The solvent is C1CCOC1 (THF), ClCCl (dichloromethane). Product: BrC1=C(C=C(C=C1)C(CN1CCOCC1)=O)F (1-(4-bromo-3-fluorophenyl)-2-(4-morpholinyl)ethanone). RXN SMILES: Br[CH2:2][C:3]([C:5]1[CH:10]=[CH:9][C:8]([Br:11])=[C:7]([F:12])[CH:6]=1)=[O:4].[NH:13]1[CH2:18][CH2:17][O:16][CH2:15][CH2:14]1>C1COCC1.ClCCl>[Br:11][C:8]1[CH:9]=[CH:10][C:5]([C:3](=[O:4])[CH2:2][N:13]2[CH2:18][CH2:17][O:16][CH2:15][CH2:14]2)=[CH:6][C:7]=1[F:12]. Procedure: To a 0° C. solution containing 0.55 g of 2-bromo-1-(4-bromo-3-fluorophenyl)ethanone (1.86 mmols) in 9 mL of THF was added 0.32 mL of morpholine (3.72 mmols). After 18 h the reaction mixture was diluted with 100 mL of dichloromethane and washed with water (1×10 mL) and saturated brine solution (1×10 mL). The organic layer was dried over MgSO4, filtered through a frit, and concentrated to a yellow-orange oil which was used without further purification. MS (ES) m/e 302, 303 [M+H]+. As a reaction SMILES: CN1CCOCC1.[Cl:8]C1N=C(OC)N=C(OC)N=1.[NH:19]1[C:27]2[C:22](=[CH:23][CH:24]=[CH:25][CH:26]=2)[C:21]([CH2:28][C:29]([OH:31])=O)=[CH:20]1.[CH3:32][N:33]([CH3:47])[C:34]1([C:41]2[CH:46]=[CH:45][CH:44]=[CH:43][CH:42]=2)[CH2:39][CH2:38][CH:37]([NH2:40])[CH2:36][CH2:35]1>C1COCC1>[ClH:8].[CH3:32][N:33]([CH3:47])[C:34]1([C:41]2[CH:46]=[CH:45][CH:44]=[CH:43][CH:42]=2)[CH2:39][CH2:38][CH:37]([NH:40][C:29](=[O:31])[CH2:28][C:21]2[C:22]3[C:27](=[CH:26][CH:25]=[CH:24][CH:23]=3)[NH:19][CH:20]=2)[CH2:36][CH2:35]1 |f:5.6|. Reactants: CN1CCOCC1 (N-Methylmorpholine), ClC1=NC(=NC(=N1)OC)OC (2-chloro-4,6-dimethoxy-1,3,5-triazine), N1C=C(C2=CC=CC=C12)CC(=O)O (indol-3-ylacetic acid), CN(C1(CCC(CC1)N)C1=CC=CC=C1)C (N,N-dimethyl-1-phenylcyclohexane-1,4-diamine). Run in C1CCOC1 (THF). Conditions: time 1 hour. Reported procedure: N-Methylmorpholine (235 μl, 2.1 mmol.) and 2-chloro-4,6-dimethoxy-1,3,5-triazine (371 mg, 2.11 mmol.) were added to a solution of indol-3-ylacetic acid (257 mg) in abs. THF (10 ml). Stirring was then carried out for one hour at RT. The polar diastereomer of N,N-dimethyl-1-phenylcyclohexane-1,4-diamine (320 mg) was then added to the batch, and stirring was carried out for 12 hours at RT. For working up, the mixture was concentrated, the batch was adjusted to pH 11 with 5M NaOH, the phases were se... The product is Cl.CN(C1(CCC(CC1)NC(CC1=CNC2=CC=CC=C12)=O)C1=CC=CC=C1)C (N-(4-Dimethylamino-4-phenyl-cyclohexyl)-2-(1H-indol-3-yl)-acetamide hydrochloride). Starting materials: CN=C=S (methyl isothiocyanate), [Cl-].[NH4+] (ammonium chloride), CC=1N=C2N(C=C(C=C2)C2C(CCCC2)=O)C1 (2-(2-methylimidazo[1,2-a]pyridin-6-yl)cyclohexanone), CC(C)([O-])C.[K+] (potassium t-butoxide). Solvent: O1CCCC1 (tetrahydrofuran), CN(C=O)C (N,N-dimethylformamide), O1CCCC1 (tetrahydrofuran). Yields the product CNC(=S)C1(C(CCCC1)=O)C=1C=CC=2N(C1)C=C(N2)C (N-Methyl-1-(2-methylimidazo[1,2-a]pyridin-6-yl)-2-oxocyclohexanecarbothioamide). Yield: 78.4%. As a reaction SMILES: [CH3:1][C:2]1[N:3]=[C:4]2[CH:9]=[CH:8][C:7]([CH:10]3[CH2:15][CH2:14][CH2:13][CH2:12][C:11]3=[O:16])=[CH:6][N:5]2[CH:17]=1.CC(C)([O-])C.[K+].[CH3:24][N:25]=[C:26]=[S:27].[Cl-].[NH4+]>O1CCCC1.CN(C)C=O>[CH3:24][NH:25][C:26]([C:10]1([C:7]2[CH:8]=[CH:9][C:4]3[N:5]([CH:17]=[C:2]([CH3:1])[N:3]=3)[CH:6]=2)[CH2:15][CH2:14][CH2:13][CH2:12][C:11]1=[O:16])=[S:27] |f:1.2,4.5|. Reported procedure: In a nitrogen atmosphere, a solution of 35.79 g (0.157 mol) of the 2-(2-methylimidazo[1,2-a]pyridin-6-yl)cyclohexanone prepared in the Preparative Example 2 in 550 ml of tetrahydrofuran was cooled with ice, followed by the addition of 19.55 g (0.174 mol) of potassium t-butoxide. The obtained yellow solution was stirred under cooling with ice for one hour, followed by the addition of a solution of 11.8 ml (0.173 mol) of methyl isothiocyanate in 50 ml of tetrahydrofuran and 50 ml of N,N-dimethylfo...